From a dataset of the Open Reaction Database (ORD), a public repository of structured organic reaction records. describe an organic reaction: reactants, conditions, products, and yield Starting materials: ( A ), CN1N=CC(=C1)NC1=NC=C(C(=N1)NC=1C=NN(C1)C)N (N2,N4-bis-(1-methyl-1H-pyrazol-4-yl)-pyrimidine-2,4,5-triamine), N(=O)[O-].[Na+] (sodium nitrite), S(O)(O)(=O)=O (sulfuric acid). Run in O (water). Run at time 90 minute. Yields the product CN1N=CC(=C1)NC=1N=CC2=C(N1)N(N=N2)C=2C=NN(C2)C ((1-methyl-1H-pyrazol-4-yl)-[3-(1-methyl-1H-pyrazol-4-yl)-3H-[1,2,3]triazolo[4,5-d]pyrimidin-5-yl]-amine). As a reaction SMILES: [CH3:1][N:2]1[CH:6]=[C:5]([NH:7][C:8]2[N:13]=[C:12]([NH:14][C:15]3[CH:16]=[N:17][N:18]([CH3:20])[CH:19]=3)[C:11]([NH2:21])=[CH:10][N:9]=2)[CH:4]=[N:3]1.S(=O)(=O)(O)O.[N:27]([O-])=O.[Na+]>O>[CH3:1][N:2]1[CH:6]=[C:5]([NH:7][C:8]2[N:9]=[CH:10][C:11]3[N:21]=[N:27][N:14]([C:15]4[CH:16]=[N:17][N:18]([CH3:20])[CH:19]=4)[C:12]=3[N:13]=2)[CH:4]=[N:3]1 |f:2.3|. Procedure details: A suspension of 80 mg (0.28 mmol) N2,N4-bis-(1-methyl-1H-pyrazol-4-yl)-pyrimidine-2,4,5-triamine in 23 ml water is treated with 4 ml concentrated sulfuric acid and then with 39 mg (0.56 mmol) sodium nitrite. The reaction mixture is stirred for 90 minutes at room temperature. The reaction mixture is partitioned between water and dichloromethane. The organic phase is dried over sodium sulfate and evaporated. The residue is chromatographed on a silica gel column with methanol/dichloromethane as elu... The reactants are [C@@H]12CNC[C@H]2C1 ((1R,5S)-3-azabicyclo[3.1.0]hexane), [I-].[Na+] (sodium iodide), ClCCCOC1=CC=C(C(=O)N)C=C1 (4-(3-Chloropropoxy)benzamide). Reaction conditions: time 16 hour. Product: [C@@H]12CN(C[C@H]2C1)CCCOC1=CC=C(C(=O)N)C=C1 (4-{3-[(1R,5S)-3-Azabicyclo[3.1.0]hex-3-yl]propoxy}benzamide). Reaction SMILES: [C@@H:1]12[CH2:6][C@@H:5]1[CH2:4][NH:3][CH2:2]2.[I-].[Na+].Cl[CH2:10][CH2:11][CH2:12][O:13][C:14]1[CH:22]=[CH:21][C:17]([C:18]([NH2:20])=[O:19])=[CH:16][CH:15]=1>>[C@@H:1]12[CH2:6][C@@H:5]1[CH2:4][N:3]([CH2:10][CH2:11][CH2:12][O:13][C:14]1[CH:22]=[CH:21][C:17]([C:18]([NH2:20])=[O:19])=[CH:16][CH:15]=1)[CH2:2]2 |f:1.2|. Procedure details: 0.004 mole of (1R,5S)-3-azabicyclo[3.1.0]hexane and 0.002 mole of sodium iodide are added to the reaction mixture of Step 1 at ambient temperature. Refluxing is then resumed for 16 hours. The precipitate is filtered off and rinsed with acetonitrile. The filtrate is concentrated to dryness. The residue is taken up in dichloromethane. The resulting solution is extracted with sodium hydroxide solution and then with water, before being dried over magnesium sulphate and concentrated to dryness. The r... Starting materials: [N+](=O)([O-])C=1C(=C(C=C(C=O)C1)OC)O (5-nitrovanillin), C(C)(=O)O (acetic acid), C (charcoal). Solvent: Br (hydrobromic acid). Run at temperature -10 celsius, time 2 hour. Yields the product OC=1C=C(C=O)C=C(C1O)[N+](=O)[O-] (3,4-Dihydroxy-5-nitrobenzaldehyde). RXN SMILES: [N+:1]([C:4]1[C:5]([OH:14])=[C:6]([O:12]C)[CH:7]=[C:8]([CH:11]=1)[CH:9]=[O:10])([O-:3])=[O:2].C(O)(=O)C.C>Br>[OH:12][C:6]1[CH:7]=[C:8]([CH:11]=[C:4]([N+:1]([O-:3])=[O:2])[C:5]=1[OH:14])[CH:9]=[O:10]. Reported procedure: A solution containing 8.0 kg of 5-nitrovanillin and 8.7 kg of acetic acid in 35 kg of conc. hydrobromic acid was refluxed for 20 h. 0.6 kg of charcoal was added and the mixture was filtered. 32 kg of water was added with stirring and the solution was cooled to -10° C. and stirring was continued for 2 h more. The crystalline product was filtered and washed with water. Yield 5.66 kg (80%), m.p. 135°-137° C. Starting materials: CC(C)C(=O)Cl, CCOC(C)=O, [H-], Nc1onc(-c2ccccc2)c1-c1ccc(C(O)(C(F)(F)F)C(F)(F)F)cc1, [Na+], CN(C)C=O. The product is CC(C)C(=O)Nc1onc(-c2ccccc2)c1-c1ccc(C(O)(C(F)(F)F)C(F)(F)F)cc1. As a reaction SMILES: [C:31]([CH:32]([CH3:33])[CH3:34])(=[O:35])[Cl:36].[CH3:42][CH2:43][O:44][C:45]([CH3:46])=[O:47].[H-:1].[NH2:3][c:4]1[c:5](-[c:15]2[cH:16][cH:17][c:18]([C:21]([C:22]([F:23])([F:24])[F:25])([C:26]([F:27])([F:28])[F:29])[OH:30])[cH:19][cH:20]2)[c:6](-[c:9]2[cH:10][cH:11][cH:12][cH:13][cH:14]2)[n:7][o:8]1.[Na+:2].[O:37]=[CH:38][N:39]([CH3:40])[CH3:41]>>[NH:3]([c:4]1[c:5](-[c:15]2[cH:16][cH:17][c:18]([C:21]([C:22]([F:23])([F:24])[F:25])([C:26]([F:27])([F:28])[F:29])[OH:30])[cH:19][cH:20]2)[c:6](-[c:9]2[cH:10][cH:11][cH:12][cH:13][cH:14]2)[n:7][o:8]1)[C:31]([CH:32]([CH3:33])[CH3:34])=[O:35]. The reactants are CS(=O)(=O)O, CC#N, CCn1c(=O)c(-c2cc(NC(=O)Nc3cccc(F)c3)c(F)cc2Cl)cc2cnc(NCCOC)cc21. Yields the product CS(=O)(=O)O, CCn1c(=O)c(-c2cc(NC(=O)Nc3cccc(F)c3)c(F)cc2Cl)cc2cnc(NCCOC)cc21. As a reaction SMILES: [CH3:38][S:39]([OH:40])(=[O:41])=[O:42].[CH3:43][C:44]#[N:45].[Cl:1][c:2]1[cH:3][c:4]([F:37])[c:5]([NH:26][C:27](=[O:28])[NH:29][c:30]2[cH:31][c:32]([F:36])[cH:33][cH:34][cH:35]2)[cH:6][c:7]1-[c:8]1[c:9](=[O:25])[n:10]([CH2:23][CH3:24])[c:11]2[cH:12][c:13]([NH:18][CH2:19][CH2:20][O:21][CH3:22])[n:14][cH:15][c:16]2[cH:17]1>>[CH3:38][S:39](=[O:40])(=[O:41])[OH:42].[Cl:1][c:2]1[cH:3][c:4]([F:37])[c:5]([NH:26][C:27](=[O:28])[NH:29][c:30]2[cH:31][c:32]([F:36])[cH:33][cH:34][cH:35]2)[cH:6][c:7]1-[c:8]1[c:9](=[O:25])[n:10]([CH2:23][CH3:24])[c:11]2[cH:12][c:13]([NH:18][CH2:19][CH2:20][O:21][CH3:22])[n:14][cH:15][c:16]2[cH:17]1. Starting materials: N (ammonia), NC1=C(C=C(C=O)C(=C1)N)C=O (4,6-diaminoisophthalaldehyde), O=C(C(=O)O)C (2-oxopropionic acid), [OH-].[Na+] (sodium hydroxide), O=C(C(=O)O)C (2-oxopropionic acid), [OH-].[Na+] (sodium hydroxide). Run in O (water), C(C)O (ethyl alcohol). Run at temperature 80 celsius. Product: N1=C(C=CC2=CC3=C(C=C12)N=C(C=C3)C(=O)O)C(=O)O (Pyrido [3,2-g]quinoline-2,8-dicarboxylic acid). As a reaction SMILES: [NH2:1][C:2]1[CH:9]=[C:8]([NH2:10])[C:5]([CH:6]=O)=[CH:4][C:3]=1[CH:11]=O.O=[C:14]([CH3:18])[C:15]([OH:17])=[O:16].[OH-:19].[Na+].N>O.C(O)C>[N:10]1[C:8]2[C:5](=[CH:4][C:3]3[CH:11]=[CH:18][C:14]([C:15]([OH:16])=[O:19])=[N:1][C:2]=3[CH:9]=2)[CH:6]=[CH:18][C:14]=1[C:15]([OH:17])=[O:16] |f:2.3|. Procedure details: To 4,6-diaminoisophthalaldehyde (1,64 g) and 2-oxopropionic acid (1.94 g), ethyl alcohol (40 cc) was added and 2N sodium hydroxide solution (12.8 cc) was added with stirring at 80° C. and allowed to react for 4 hours. Then, 2-oxopropionic acid (0.41 g) and 2N sodium hydroxide solution (3 cc) were added and refluxed for 2 hours. After the addition of 2N aqueous ammonia (50 cc) and water (130 cc) and heating and filtration, charcoal was added with stirring. Refiltration and pH adjustment to 4-5 by... The reactants are C1OC=2C=C(C=CC2OC1)NC1=NC(=NC=C1F)NC1=CC(=CC=C1)OCCNC (N4-(3,4-ethylenedioxyphenyl)-5-fluoro-N2-[3-[2-(N-methylamino)ethyloxy]phenyl]-2,4-pyrimidinediamine), Cl (hydrogen chloride). Product: Cl.C1OC=2C=C(C=CC2OC1)NC1=NC(=NC=C1F)NC1=CC(=CC=C1)OCCNC (N4-(3,4-ethylenedioxyphenyl)-5-fluoro-N2-[3-[2-(N-methylamino)ethyloxy]phenyl]-2,4-pyrimidinediamine Hydrogen Chloride Salt). Reaction SMILES: [CH2:1]1[CH2:10][O:9][C:8]2[CH:7]=[CH:6][C:5]([NH:11][C:12]3[C:17]([F:18])=[CH:16][N:15]=[C:14]([NH:19][C:20]4[CH:25]=[CH:24][CH:23]=[C:22]([O:26][CH2:27][CH2:28][NH:29][CH3:30])[CH:21]=4)[N:13]=3)=[CH:4][C:3]=2[O:2]1.[ClH:31]>>[ClH:31].[CH2:1]1[CH2:10][O:9][C:8]2[CH:7]=[CH:6][C:5]([NH:11][C:12]3[C:17]([F:18])=[CH:16][N:15]=[C:14]([NH:19][C:20]4[CH:25]=[CH:24][CH:23]=[C:22]([O:26][CH2:27][CH2:28][NH:29][CH3:30])[CH:21]=4)[N:13]=3)=[CH:4][C:3]=2[O:2]1 |f:2.3|. Procedure: In like manner to the preparation of N4-(3,4-ethylenedioxyphenyl)-5-fluoro-N2-[2-(N-piperazino)carbonylbenzofuran-5-yl]-2,4-pyrimidinediamine Hydrogen Chloride Salt, the reaction of N4-(3,4-ethylenedioxyphenyl)-5-fluoro-N2-[3-[2-(N-methylamino)ethyloxy]phenyl]-2,4-pyrimidinediamine with hydrogen chloride (4M, dioxane) gave N4-(3,4-ethylenedioxyphenyl)-5-fluoro-N2-[3-[2-(N-methylamino)ethyloxy]phenyl]-2,4-pyrimidinediamine Hydrogen Chloride Salt. LCMS: ret. time: 15.88 min.; purity: 92%; MS (m/e)...